Dataset: the Open Reaction Database (ORD), a public repository of structured organic reaction records. Task: describe an organic reaction: reactants, conditions, products, and yield The reactants are O (water), ClC1=C(CC2=CC=C(C=C2)O)C=CC(=C1)Cl (4-(2,4-dichlorobenzyl)-phenol), C(C)OC(C(CC)Cl)=O (α-chlorobutyric acid ethyl ester), C([O-])([O-])=O.[K+].[K+] (potassium carbonate). The solvent is CN(C=O)C (dimethyl formamide). The product is C(C)OC(C(CC)OC1=CC=C(C=C1)CC1=C(C=C(C=C1)Cl)Cl)=O (2-[p-(2,4-dichlorobenzyl)-phenoxi]-butyric acid ethyl ester). The yield is 45.9%. RXN SMILES: [Cl:1][C:2]1[CH:15]=[C:14]([Cl:16])[CH:13]=[CH:12][C:3]=1[CH2:4][C:5]1[CH:10]=[CH:9][C:8]([OH:11])=[CH:7][CH:6]=1.[CH2:17]([O:19][C:20](=[O:25])[CH:21](Cl)[CH2:22][CH3:23])[CH3:18].C(=O)([O-])[O-].[K+].[K+].O>CN(C)C=O>[CH2:17]([O:19][C:20](=[O:25])[CH:21]([O:11][C:8]1[CH:7]=[CH:6][C:5]([CH2:4][C:3]2[CH:12]=[CH:13][C:14]([Cl:16])=[CH:15][C:2]=2[Cl:1])=[CH:10][CH:9]=1)[CH2:22][CH3:23])[CH3:18] |f:2.3.4|. Reported procedure: A solution of 25.3 g of 4-(2,4-dichlorobenzyl)-phenol and 15 g of α-chlorobutyric acid ethyl ester in 100 ml of dimethyl formamide were stirred for 2 hours at 100° C with 16 g of potassium carbonate. After cooling, the reaction mixture was poured into 1 liter of water. An oil precipitated which was separated and dried over sodium sulfate. By vacuum distillation, 16.8 g of 2-[p-(2,4-dichlorobenzyl)-phenoxi]-butyric acid ethyl ester were obtained. b.p. 180° - 183° C/0.8 mm Hg/nD21 : 1.5912 ##STR7#...